From a dataset of the Open Reaction Database (ORD), a public repository of structured organic reaction records. describe an organic reaction: reactants, conditions, products, and yield Reactants: 5,6-dihydro-4H-pyrrolo[3,2,1-ij]quinolin-1-yl, COC(C=O)=O (oxoacetic acid methyl ester), N1C=C(C2=CC=CC=C12)CC(=O)N (indole-3-acetamide), C1(=CN2CCCC3=CC=CC1=C23)[C@@H]2C(NC([C@@H]2C2=CNC3=CC=CC=C23)=O)=O ((±)-cis-3-(5,6-dihydro-4H-pyrrolo[3,2,1-ij]quinolin-1yl)-4(1H-indol-3-yl)pyrrolidine-2,5-dione), N1C=C(C2=CC=CC=C12)CC(=O)N (indole-3-acetamide), N1CCCC2=CC=CC=C12 (1,2,3,4-tetrahydroquinoline), C1(=CN2CCCC3=CC=CC1=C23)[C@@H]2C(NC([C@@H]2C2=CNC3=CC=CC=C23)=O)=O ((±)-cis-3-(5,6-dihydro-4H-pyrrolo[3,2,1-ij]quinolin-1yl)-4(1H-indol-3-yl)pyrrolidine-2,5-dione), N1CCCC2=CC=CC=C12 (1,2,3,4-tetrahydroquinoline), COC(C=O)=O (oxoacetic acid methyl ester). Yields the product C1(=CN2CCCC3=CC=CC1=C23)C=2C(NC(C2C2=CNC3=CC=CC=C23)=O)=O (3-(5,6-dihydro-4H-pyrrolo[3,2,1-ij]quinolin-1yl)-4(1H-indol-3-yl)pyrrole-2,5-dione). RXN SMILES: [C:1]1([C@H:13]2[C@@H:17]([C:18]3[C:26]4[C:21](=[CH:22][CH:23]=[CH:24][CH:25]=4)[NH:20][CH:19]=3)[C:16](=[O:27])[NH:15][C:14]2=[O:28])[C:11]2=[C:12]3[C:7](=[CH:8][CH:9]=[CH:10]2)[CH2:6][CH2:5][CH2:4][N:3]3[CH:2]=1.N1C2C(=CC=CC=2)CCC1.N1C2C(=CC=CC=2)C(CC(N)=O)=C1.COC(=O)C=O>>[C:1]1([C:13]2[C:14](=[O:28])[NH:15][C:16](=[O:27])[C:17]=2[C:18]2[C:26]3[C:21](=[CH:22][CH:23]=[CH:24][CH:25]=3)[NH:20][CH:19]=2)[C:11]2=[C:12]3[C:7](=[CH:8][CH:9]=[CH:10]2)[CH2:6][CH2:5][CH2:4][N:3]3[CH:2]=1. Procedure: Preferred embodiments of the invention include mixtures of compounds of formulas IVa and IVb, including racemic mixtures. In another preferred embodiment, the compounds of formula IVa and IVb are the separate enantiomers of (±)-cis-3-(5,6-dihydro-4H-pyrrolo[3,2,1-ij]quinolin-1yl)-4(1H-indol-3-yl)pyrrolidine-2,5-dione. In this embodiment the preparation of (±)-cis-3-(5,6-dihydro-4H-pyrrolo[3,2,1-ij]quinolin-1yl)-4(1H-indol-3-yl)pyrrolidine-2,5-dione is prepared as a mixture beginning with the sta... Starting materials: ClC1=C(C(CN2C=NC=C2)OCC2=C(C=C(C=C2)Cl)Cl)C=CC(=C1)Cl (1-[2,4-dichloro-β-(2,4-dichlorobenzyloxy)phenethyl]imidazole), ClC1=C(CCl)C=CC(=C1)Cl (2,4-dichlorobenzyl chloride). Solvent: CC(=O)C (acetone). The product is [Cl-].ClC1=C(C[N+]2=CN(C=C2)CC(C2=C(C=C(C=C2)Cl)Cl)OCC2=C(C=C(C=C2)Cl)Cl)C=CC(=C1)Cl (1-(2,4-dichlorobenzyl)-3-[2,4-dichloro-β-(2,4-dichlorobenzyloxy)phenethyl]imidazolium chloride). Reaction SMILES: [Cl:1][C:2]1[CH:24]=[C:23]([Cl:25])[CH:22]=[CH:21][C:3]=1[CH:4]([O:11][CH2:12][C:13]1[CH:18]=[CH:17][C:16]([Cl:19])=[CH:15][C:14]=1[Cl:20])[CH2:5][N:6]1[CH:10]=[CH:9][N:8]=[CH:7]1.[Cl:26][C:27]1[CH:34]=[C:33]([Cl:35])[CH:32]=[CH:31][C:28]=1[CH2:29]Cl>CC(C)=O>[Cl-:1].[Cl:26][C:27]1[CH:34]=[C:33]([Cl:35])[CH:32]=[CH:31][C:28]=1[CH2:29][N+:8]1[CH:9]=[CH:10][N:6]([CH2:5][CH:4]([O:11][CH2:12][C:13]2[CH:18]=[CH:17][C:16]([Cl:19])=[CH:15][C:14]=2[Cl:20])[C:3]2[CH:21]=[CH:22][C:23]([Cl:25])=[CH:24][C:2]=2[Cl:1])[CH:7]=1 |f:3.4|. Reported procedure: 15 parts of 1-[2,4-dichloro-β-(2,4-dichlorobenzyloxy)phenethyl]imidazole and 60 parts of 2,4-dichlorobenzyl chloride are mixed together in 120 parts of acetone as solvent and the resulting mixture is stirred at reflux temperature for 40 hours. At the end of this period, the mixture is warmed to evaporate off most of the solvent and the residue is poured onto diisopropyl ether, whereupon the 1-(2,4-dichlorobenzyl)-3-[2,4-dichloro-β-(2,4-dichlorobenzyloxy)phenethyl]imidazolium chloride product sep... RXN SMILES: [Cl-].[Cl-].[Cl-].[Cl-].[Cl-].[Ta+5].C([Mg]Br)(C)C.C(C1([Li])C=CC=C1)CC.C(C1CC=CC=1)CC.C([Li])CCC.Cl[Ta:35](Cl)([C:44]1([CH2:49][CH2:50][CH3:51])[CH:48]=[CH:47][CH:46]=[CH:45]1)[C:36]1([CH2:41][CH2:42][CH3:43])[CH:40]=[CH:39][CH:38]=[CH:37]1.[H-].COCCO[Al+]OCCOC.[Na+].[H-]>CCOCC.C1COCC1.O.C1(C)C=CC=CC=1>[CH2:49]([C:44]1([TaH3:35][C:36]2([CH2:41][CH2:42][CH3:43])[CH:40]=[CH:39][CH:38]=[CH:37]2)[CH:48]=[CH:47][CH:46]=[CH:45]1)[CH2:50][CH3:51] |f:0.1.2.3.4.5,11.12.13.14|. Procedure: 80.0 g (223 mmol) of tantalum pentachloride was suspended in 1,340 ml of ether, and 324 ml (220 mmol) of isopropyl magnesium bromide (0.68M THF solution) was added thereto. A solution of 50.2 g (440 mmol) of propylcyclopentadienyl lithium prepared from propylcylopentadiene and butyl lithium in THF (380 ml) was added, followed by refluxing for 1 hour. The solvent was distilled away, and the residue was dried at 80° C. in vacuo for 8 hours to obtain a brownish-red solid containing dichlorobis(prop... Reactants: [H-].COCCO[Al+]OCCOC.[Na+].[H-] (sodium bis(2-methoxyethoxy)aluminum hydride), [Cl-].[Cl-].[Cl-].[Cl-].[Cl-].[Ta+5] (tantalum pentachloride), C(CC)C1(C=CC=C1)[Li] (propylcyclopentadienyl lithium), C(CC)C1=CC=CC1 (propylcylopentadiene), C(CCC)[Li] (butyl lithium), C(C)(C)[Mg]Br (isopropyl magnesium bromide), Cl[Ta](C1(C=CC=C1)CCC)(C1(C=CC=C1)CCC)Cl (dichlorobis(propylcyclopentadienyl)tantalum). The product is C(CC)C1(C=CC=C1)[TaH3]C1(C=CC=C1)CCC (trihydridobis(propylcyclopentadienyl)tantalum). Yield: 12.8%. The solvent is C1(=CC=CC=C1)C (toluene), O (water), C1CCOC1 (THF), CCOCC (ether), C1(=CC=CC=C1)C (toluene). Run at temperature -70 celsius, time 19.5 hour. Starting materials: C1(CC1)B1OC(C(O1)(C)C)(C)C (2-cyclopropyl-4,4,5,5-tetramethyl-1,3,2-dioxaborolane), P(=O)([O-])([O-])[O-].[K+].[K+].[K+] (potassium phosphate), BrC1=CC(=C(C=C1)N(CCCN(C)C)C)[N+](=O)[O-] (N-(4-Bromo-2-nitro-phenyl)-N,N′,N′-trimethylpropane-1,3-diamine), C1(CCCCC1)P(C1CCCCC1)C1CCCCC1 (tricyclohexylphosphine). The reagents and catalysts are C(C)(=O)[O-].[Pd+2].C(C)(=O)[O-] (palladium acetate). The solvent is O (water), C1(=CC=CC=C1)C (toluene). Run at time 15 minute. Product: C1(CC1)C1=CC(=C(C=C1)N(C)CCCN(C)C)[N+](=O)[O-] (4-cyclopropyl-N-(3-(dimethylamino)propyl)-N-methyl-2-nitrobenzenamine). RXN SMILES: C1(B2O[C:7]([CH3:10])([CH3:9])[C:6]([CH3:12])([CH3:11])O2)CC1.P([O-])([O-])([O-])=O.[K+].[K+].[K+].BrC1C=[CH:26][C:25]([N:28]([CH3:35])[CH2:29][CH2:30][CH2:31][N:32]([CH3:34])[CH3:33])=[C:24]([N+:36]([O-:38])=[O:37])C=1.C1(P(C2CCCCC2)C2CCCCC2)CCCCC1>C([O-])(=O)C.[Pd+2].C([O-])(=O)C.C1(C)C=CC=CC=1.O>[CH:6]1([C:7]2[CH:9]=[CH:26][C:25]([N:28]([CH2:29][CH2:30][CH2:31][N:32]([CH3:34])[CH3:33])[CH3:35])=[C:24]([N+:36]([O-:38])=[O:37])[CH:10]=2)[CH2:11][CH2:12]1 |f:1.2.3.4,7.8.9|. Procedure details: To a pressure vessel was added 2-cyclopropyl-4,4,5,5-tetramethyl-1,3,2-dioxaborolane (900 mg, 5.36 mmol), potassium phosphate (3.0 g, 14.42 mmol), and 0.82 mL water. After stirring at RT for 15 minutes, N-(4-Bromo-2-nitro-phenyl)-N,N′,N′-trimethyl-propane-1,3-diamine (Step 1, 1.30 g, 4.12 mmol), palladium acetate (92 mg, 0.412 mmol), tricyclohexylphosphine (231 mg 0.824 mmol), and 21 ml toluene were added. The reaction was sealed and stirred at 80° C. for 19 h. The reaction was then cooled to RT...